This data is from the Open Reaction Database (ORD), a public repository of structured organic reaction records. The task is: describe an organic reaction: reactants, conditions, products, and yield Starting materials: ClC=1C=C(C=O)C(=CC1Cl)[N+](=O)[O-] (3,4-Dichloro-6-nitrobenzaldehyde). The reagents and catalysts are O.O.O.O.O.O.O.S(=O)(=O)([O-])[O-].[Fe+2] (iron(II) sulfate heptahydrate). Run in O (water), C(C)O (ethanol). Yields the product ClC=1C=C(C=O)C(=CC1Cl)N (3,4-dichloro-6-aminobenzaldehyde). The yield is 86.8%. RXN SMILES: [Cl:1][C:2]1[CH:3]=[C:4]([C:7]([N+:11]([O-])=O)=[CH:8][C:9]=1[Cl:10])[CH:5]=[O:6]>C(O)C.O.O.O.O.O.O.O.O.S([O-])([O-])(=O)=O.[Fe+2]>[Cl:1][C:2]1[CH:3]=[C:4]([C:7]([NH2:11])=[CH:8][C:9]=1[Cl:10])[CH:5]=[O:6] |f:3.4.5.6.7.8.9.10.11|. Procedure: 3,4-Dichloro-6-nitrobenzaldehyde (4.40 g, 20 mmol) was dissolved in 50% aqueous ethanol (200 ml) at 50°-60° C. and the solution was added to a solution of iron(II) sulfate heptahydrate (27.8 g, 100 mmol) in water (200 ml) at 90° C. Concentrated (25%) aqueous ammonia (50 ml) was added in several portions with intensive stirring while the temperature was kept close to the boiling point. The mixture was refluxed for 5-10 min. and cooled. The precipitate was filtered off and washed with ethanol. The... Reactants: C1CC1CN2CC[C@]34C5C(=O)CC[C@]3([C@H]2CC6=C4C(=C(C=C6)O)O5)O (Naltrexone base), Cl (HCl). RXN SMILES: [CH2:1]1[CH:3]([CH2:4][N:5]2[C@@H:15]3[CH2:16][C:17]4[CH:22]=[CH:21][C:20]([OH:23])=[C:19]5[O:24][CH:9]6[C:10]([CH2:12][CH2:13][C@:14]3([OH:25])[C@:8]6([C:18]=45)[CH2:7][CH2:6]2)=[O:11])[CH2:2]1.[ClH:26]>O>[CH:22]1[C:17]2[CH2:16][C@H:15]3[N:5]([CH2:4][CH:3]4[CH2:1][CH2:2]4)[CH2:6][CH2:7][C@:8]45[C@H:9]([C:10]([CH2:12][CH2:13][C@@:14]34[OH:25])=[O:11])[O:24][C:19]([C:18]=25)=[C:20]([OH:23])[CH:21]=1.[ClH:26] |f:3.4|. Product: C1=CC(=C2C3=C1C[C@@H]4[C@]5([C@]3(CCN4CC6CC6)[C@@H](O2)C(=O)CC5)O)O.Cl (Naltrexone Hydrochloride). Conditions: temperature 72.5 celsius. The solvent is O (water). Reported procedure: 70 kg Naltrexone base is taken in 210 Lit DM water and pH was adjusted to ˜2.0 with Conc. HCl and heated to 70-75° C. to get clear solution, filtered to make particle free and slowly cooled to 2-5° C. in 6-8 hrs period, filtered and then dried. The base was generated from filtrate by treatment with sodium hydroxide and converted to HCl salt by repeating the above mentioned process. Yield: 59.8 kg Starting materials: ClCCl, CCN(C(C)C)C(C)C, O=S(=O)(Cl)c1ccc(F)cc1, COC(=O)Cc1ccc(Oc2ccc(NC(=O)c3ccc(Cl)c(Cl)c3)cc2)c(CN)c1. As a reaction SMILES: [CH2:52]([Cl:53])[Cl:54].[CH:43]([N:44]([CH2:45][CH3:46])[CH:47]([CH3:48])[CH3:49])([CH3:50])[CH3:51].[F:32][c:33]1[cH:34][cH:35][c:36]([S:39](=[O:40])(=[O:41])[Cl:42])[cH:37][cH:38]1.[NH2:1][CH2:2][c:3]1[cH:4][c:5]([CH2:27][C:28](=[O:29])[O:30][CH3:31])[cH:6][cH:7][c:8]1[O:9][c:10]1[cH:11][cH:12][c:13]([NH:16][C:17]([c:18]2[cH:19][c:20]([Cl:25])[c:21]([Cl:24])[cH:22][cH:23]2)=[O:26])[cH:14][cH:15]1>>[NH:1]([CH2:2][c:3]1[cH:4][c:5]([CH2:27][C:28](=[O:29])[O:30][CH3:31])[cH:6][cH:7][c:8]1[O:9][c:10]1[cH:11][cH:12][c:13]([NH:16][C:17]([c:18]2[cH:19][c:20]([Cl:25])[c:21]([Cl:24])[cH:22][cH:23]2)=[O:26])[cH:14][cH:15]1)[S:39]([c:36]1[cH:35][cH:34][c:33]([F:32])[cH:38][cH:37]1)(=[O:40])=[O:41]. Product: COC(=O)Cc1ccc(Oc2ccc(NC(=O)c3ccc(Cl)c(Cl)c3)cc2)c(CNS(=O)(=O)c2ccc(F)cc2)c1.